describe an organic reaction: reactants, conditions, products, and yield From a dataset of the Open Reaction Database (ORD), a public repository of structured organic reaction records. Reactants: CC=1NC=2C=CC=C(C2C1C1=CC=CC=C1)O (2-methyl-3-phenyl-1H-indole-4-ol), C(C)OC(C(C)(C)Br)=O (2-bromo-2-methyl-propanoic acid ethylester). Product: C(C)OC(C(C)(OC1=C2C(=C(NC2=CC=C1)C)C1=CC=CC=C1)C)=O (2-Methyl-2-[2-methyl-3-phenyl-1H-indole-4-yloxy]-propanoic acid ethylester). Reaction SMILES: [CH3:1][C:2]1[NH:3][C:4]2[CH:5]=[CH:6][CH:7]=[C:8]([OH:17])[C:9]=2[C:10]=1[C:11]1[CH:16]=[CH:15][CH:14]=[CH:13][CH:12]=1.[CH2:18]([O:20][C:21](=[O:26])[C:22](Br)([CH3:24])[CH3:23])[CH3:19]>>[CH2:18]([O:20][C:21](=[O:26])[C:22]([CH3:24])([O:17][C:8]1[CH:7]=[CH:6][CH:5]=[C:4]2[C:9]=1[C:10]([C:11]1[CH:12]=[CH:13][CH:14]=[CH:15][CH:16]=1)=[C:2]([CH3:1])[NH:3]2)[CH3:23])[CH3:19]. Procedure details: The above compound was prepared from 2-methyl-3-phenyl-1H-indole-4-ol and 2-bromo-2-methyl-propanoic acid ethylester using a procedure analogous to that of Example 10. The reactants are CCO, O=C1Cc2cc([N+](=O)[O-])cc(F)c2N1C1CC1, [Cl-], ClCCl, [Fe], [NH4+], O. The product is Nc1cc(F)c2c(c1)CC(=O)N2C1CC1. As a reaction SMILES: [CH3:20][CH2:21][OH:22].[CH:1]1([N:4]2[C:5](=[O:17])[CH2:6][c:7]3[cH:8][c:9]([N+:14]([O-:15])=[O:16])[cH:10][c:11]([F:13])[c:12]32)[CH2:2][CH2:3]1.[Cl-:18].[Cl:24][CH2:25][Cl:26].[Fe:27].[NH4+:19].[OH2:23]>>[CH:1]1([N:4]2[C:5](=[O:17])[CH2:6][c:7]3[cH:8][c:9]([NH2:14])[cH:10][c:11]([F:13])[c:12]32)[CH2:2][CH2:3]1. The reactants are COC(C1=C(C=CC(=C1)OCC1=CC=CC=C1)C(C1=CC=CC=C1)=O)OC (2-Benzoyl-5-benzyloxybenzaldehyde dimethylacetal). Run in CC(=O)C (acetone), Cl (HCl), CCOCC (Et2O). Product: C(C1=CC=CC=C1)(=O)C1=C(C=O)C=C(C=C1)OCC1=CC=CC=C1 (2-Benzoyl-5-benzyloxybenzaldehyde). RXN SMILES: C[O:2][CH:3](OC)[C:4]1[CH:9]=[C:8]([O:10][CH2:11][C:12]2[CH:17]=[CH:16][CH:15]=[CH:14][CH:13]=2)[CH:7]=[CH:6][C:5]=1[C:18](=[O:25])[C:19]1[CH:24]=[CH:23][CH:22]=[CH:21][CH:20]=1>CC(C)=O.Cl.CCOCC>[C:18]([C:5]1[CH:6]=[CH:7][C:8]([O:10][CH2:11][C:12]2[CH:17]=[CH:16][CH:15]=[CH:14][CH:13]=2)=[CH:9][C:4]=1[CH:3]=[O:2])(=[O:25])[C:19]1[CH:20]=[CH:21][CH:22]=[CH:23][CH:24]=1. Procedure: A solution of crude ketone from Step 1 in acetone (250 mL) and HCl 10% (25 mL) was stirred for 6 hours, diluted with Et2O, washed with a saturated NH4Cl solution, H2O (3×), brine and dried (MgSO4). After evaporation of the solvent, the residue was saturated with hexane and filtered to afford the title compound as pale yellow solid. Reactants: ClC1=NC(=NC=C1)N1CCOCC1 (4-(4-chloro-pyrimidin-2-yl)-morpholine), OC1CN(C1)C1=CC=C(C=C1)[C@H](C)NC(C)=O ((S)—N-{1-[4-(3-hydroxy-azetidin-1-yl)-phenyl]-ethyl}-acetamide), O (Water), [H-].[Na+] (NaH). Run in CN(C)C=O (DMF), CN(C)C=O (DMF). Reaction conditions: time 12 hour. Yields the product N1(CCOCC1)C1=NC=CC(=N1)OC1CN(C1)C1=CC=C(C=C1)[C@H](C)NC(C)=O ((S)—N-(1-{4-[3-(2-Morpholin-4-yl-pyrimidin-4-yloxy)-azetidin-1-yl]-phenyl}-ethyl)-acetamide). As a reaction SMILES: Cl[C:2]1[CH:7]=[CH:6][N:5]=[C:4]([N:8]2[CH2:13][CH2:12][O:11][CH2:10][CH2:9]2)[N:3]=1.[OH:14][CH:15]1[CH2:18][N:17]([C:19]2[CH:24]=[CH:23][C:22]([C@@H:25]([NH:27][C:28](=[O:30])[CH3:29])[CH3:26])=[CH:21][CH:20]=2)[CH2:16]1.[H-].[Na+].O>CN(C=O)C>[N:8]1([C:4]2[N:3]=[C:2]([O:14][CH:15]3[CH2:16][N:17]([C:19]4[CH:20]=[CH:21][C:22]([C@@H:25]([NH:27][C:28](=[O:30])[CH3:29])[CH3:26])=[CH:23][CH:24]=4)[CH2:18]3)[CH:7]=[CH:6][N:5]=2)[CH2:13][CH2:12][O:11][CH2:10][CH2:9]1 |f:2.3|. Procedure details: To 30 mg (0.15 mmol) 4-(4-chloro-pyrimidin-2-yl)-morpholine in DMF (1.0 mL) is added 30 mg (0.13 mmol) (S)—N-{1-[4-(3-hydroxy-azetidin-1-yl)-phenyl]-ethyl}-acetamide (V.1) in DMF (1.0 mL). 20 mg (0.45 mmol, 55% in mineral oil) NaH is added and the mixture is stirred for 12 h at room temperature. Water is added, the mixture is concentrated in vacuo and the residue is purified by HPLC (XBridge, acetronitrile/H2O (+0.1% NH4OH)) to yield the desired product. Reactants: COC(=O)COc1ccc(SCc2ccc(-c3ccccc3)cc2)cc1C, COC(=O)COc1ccc(SC#N)cc1C. Product: Cc1cc(SCc2ccc(-c3ccccc3)cc2)ccc1OCC(=O)O. RXN SMILES: [CH3:17][O:18][C:19]([CH2:20][O:21][c:22]1[c:23]([CH3:42])[cH:24][c:25]([S:28][CH2:29][c:30]2[cH:31][cH:32][c:33](-[c:36]3[cH:37][cH:38][cH:39][cH:40][cH:41]3)[cH:34][cH:35]2)[cH:26][cH:27]1)=[O:43].[CH3:1][O:2][C:3](=[O:4])[CH2:5][O:6][c:7]1[cH:8][cH:9][c:10]([S:11][C:12]#[N:13])[cH:14][c:15]1[CH3:16]>>[O:18]=[C:19]([CH2:20][O:21][c:22]1[c:23]([CH3:42])[cH:24][c:25]([S:28][CH2:29][c:30]2[cH:31][cH:32][c:33](-[c:36]3[cH:37][cH:38][cH:39][cH:40][cH:41]3)[cH:34][cH:35]2)[cH:26][cH:27]1)[OH:43].